Dataset: the Open Reaction Database (ORD), a public repository of structured organic reaction records. Task: describe an organic reaction: reactants, conditions, products, and yield Starting materials: [Si](C)(C)(C(C)(C)C)O[C@@H]([C@H](CC1=CC(=CC(=C1)F)Cl)N[S@@](=O)C(C)(C)C)CO ((S)—N-((2S,3S)-3-(tert-butyldimethylsilyloxy)-1-(3-chloro-5-fluorophenyl)-4-hydroxybutan-2-yl)-2-methylpropane-2-sulfinamide), C([O-])(O)=O.[Na+] (SODIUM BICARBONATE), CC(=O)OI1(C2=CC=CC=C2C(=O)O1)(OC(=O)C)OC(=O)C (Dess-MartinPeriodinane), S(=S)(=O)([O-])[O-].[Na+].[Na+] (SODIUM THIOSULFATE). Run in C(Cl)Cl (DCM), C(C)OCC (diethyl ether). Reaction conditions: time 2 hour. Product: [Si](C)(C)(C(C)(C)C)O[C@@H]([C@H](CC1=CC(=CC(=C1)F)Cl)N[S@@](=O)C(C)(C)C)C=O ((S)—N-((2S,3S)-3-(tert-butyldimethylsilyloxy)-1-(3-chloro-5-fluorophenyl)-4-oxobutan-2-yl)-2-methylpropane-2-sulfinamide). The yield is 803.6%. Reaction SMILES: [Si:1]([O:8][C@H:9]([CH2:27][OH:28])[C@@H:10]([NH:20][S@:21]([C:23]([CH3:26])([CH3:25])[CH3:24])=[O:22])[CH2:11][C:12]1[CH:17]=[C:16]([F:18])[CH:15]=[C:14]([Cl:19])[CH:13]=1)([C:4]([CH3:7])([CH3:6])[CH3:5])([CH3:3])[CH3:2].C(=O)(O)[O-].[Na+].CC(OI1(OC(C)=O)(OC(C)=O)OC(=O)C2C1=CC=CC=2)=O.S([O-])([O-])(=O)=S.[Na+].[Na+]>C(OCC)C.C(Cl)Cl>[Si:1]([O:8][C@H:9]([CH:27]=[O:28])[C@@H:10]([NH:20][S@:21]([C:23]([CH3:26])([CH3:25])[CH3:24])=[O:22])[CH2:11][C:12]1[CH:17]=[C:16]([F:18])[CH:15]=[C:14]([Cl:19])[CH:13]=1)([C:4]([CH3:6])([CH3:7])[CH3:5])([CH3:3])[CH3:2] |f:1.2,4.5.6|. Procedure: To a 250 ml rbf was added (S)—N-((2S,3S)-3-(tert-butyldimethylsilyloxy)-1-(3-chloro-5-fluorophenyl)-4-hydroxybutan-2-yl)-2-methylpropane-2-sulfinamide (160.00 mg) and DCM (10 ml) followed by SODIUM BICARBONATE (148.7 mg, 5 eq) and Dess-MartinPeriodinane (195.1 mg, 1.30 eq). The reaction was allowed to stir for 2 h and then quenched with sodium bicarbonate (sat, 100 mL) and added SODIUM THIOSULFATE (391.7 mg, 2477 μmol) along with diethyl ether (100 ml). The quenched reaction was allowed to stir ... The reactants are CCOCCO, COc1cc2ncc(C#N)c(Cl)c2cc1OC, Cl, Cc1cc(O)ccc1N, c1ccncc1. The product is COc1cc2ncc(C#N)c(Nc3ccc(O)cc3C)c2cc1OC. Reaction SMILES: [CH3:34][CH2:35][O:36][CH2:37][CH2:38][OH:39].[Cl:1][c:2]1[c:3]([C:16]#[N:17])[cH:4][n:5][c:6]2[cH:7][c:8]([O:14][CH3:15])[c:9]([O:12][CH3:13])[cH:10][c:11]12.[ClH:18].[NH2:25][c:26]1[c:27]([CH3:33])[cH:28][c:29]([OH:32])[cH:30][cH:31]1.[n:19]1[cH:20][cH:21][cH:22][cH:23][cH:24]1>>[c:2]1([NH:25][c:26]2[c:27]([CH3:33])[cH:28][c:29]([OH:32])[cH:30][cH:31]2)[c:3]([C:16]#[N:17])[cH:4][n:5][c:6]2[cH:7][c:8]([O:14][CH3:15])[c:9]([O:12][CH3:13])[cH:10][c:11]12. Starting materials: CC(=O)O[BH-](OC(C)=O)OC(C)=O, CC(=O)O, Cc1cc(=O)n(CC=O)c2cc(C3CCCCC3)ccc12, ClC(Cl)Cl, ClCCl, [Na+], CC(C)(C)OC(=O)N(Cc1ccc2c(c1)OCCO2)C1CCNCC1, O. The product is Cc1cc(=O)n(CCN2CCC(N(Cc3ccc4c(c3)OCCO4)C(=O)OC(C)(C)C)CC2)c2cc(C3CCCCC3)ccc12. As a reaction SMILES: [C:50]([O:51][BH-:52]([O:53][C:54](=[O:55])[CH3:56])[O:57][C:58](=[O:59])[CH3:60])(=[O:61])[CH3:62].[CH3:69][C:70](=[O:71])[OH:72].[CH:4]1([c:10]2[cH:11][cH:12][c:13]3[c:14]([CH3:24])[cH:15][c:16](=[O:23])[n:17]([CH2:20][CH:21]=[O:22])[c:18]3[cH:19]2)[CH2:5][CH2:6][CH2:7][CH2:8][CH2:9]1.[CH:64]([Cl:65])([Cl:66])[Cl:67].[Cl:1][CH2:2][Cl:3].[Na+:63].[O:25]1[CH2:26][CH2:27][O:28][c:29]2[c:30]1[cH:31][cH:32][c:33]([CH2:35][N:36]([C:37]([O:38][C:39]([CH3:40])([CH3:41])[CH3:42])=[O:43])[CH:44]1[CH2:45][CH2:46][NH:47][CH2:48][CH2:49]1)[cH:34]2.[OH2:68]>>[CH:4]1([c:10]2[cH:11][cH:12][c:13]3[c:14]([CH3:24])[cH:15][c:16](=[O:23])[n:17]([CH2:20][CH2:21][N:47]4[CH2:46][CH2:45][CH:44]([N:36]([CH2:35][c:33]5[cH:32][cH:31][c:30]6[c:29]([cH:34]5)[O:28][CH2:27][CH2:26][O:25]6)[C:37]([O:38][C:39]([CH3:40])([CH3:41])[CH3:42])=[O:43])[CH2:49][CH2:48]4)[c:18]3[cH:19]2)[CH2:5][CH2:6][CH2:7][CH2:8][CH2:9]1. Reactants: COP(OC)(=O)CC1=CC=C(C=C1)CN1N=C(N=N1)C1=CC(=CC=C1)C#CCC1=CC=C(C=C1)F ([4-(5-{3-[3-(4-fluorophenyl)prop-1-ynyl]phenyl}tetrazol-2-ylmethyl)benzyl] phosphonic acid dimethyl ester), C[Si](C)(C)I (trimethylsilyliodide). Solvent: C(Cl)Cl (methylene chloride). Reaction conditions: time 1 hour. The product is FC1=CC=C(C=C1)CC#CC=1C=C(C=CC1)C=1N=NN(N1)CC1=CC=C(CP(O)(O)=O)C=C1 ([4-(5-{3-[3-(4-fluorophenyl)prop-1-ynyl]phenyl}tetrazol-2-ylmethyl)benzyl]-phosphonic acid). RXN SMILES: C[O:2][P:3]([CH2:7][C:8]1[CH:13]=[CH:12][C:11]([CH2:14][N:15]2[N:19]=[N:18][C:17]([C:20]3[CH:25]=[CH:24][CH:23]=[C:22]([C:26]#[C:27][CH2:28][C:29]4[CH:34]=[CH:33][C:32]([F:35])=[CH:31][CH:30]=4)[CH:21]=3)=[N:16]2)=[CH:10][CH:9]=1)(=[O:6])[O:4]C.C[Si](I)(C)C>C(Cl)Cl>[F:35][C:32]1[CH:33]=[CH:34][C:29]([CH2:28][C:27]#[C:26][C:22]2[CH:21]=[C:20]([C:17]3[N:18]=[N:19][N:15]([CH2:14][C:11]4[CH:10]=[CH:9][C:8]([CH2:7][P:3](=[O:2])([OH:6])[OH:4])=[CH:13][CH:12]=4)[N:16]=3)[CH:25]=[CH:24][CH:23]=2)=[CH:30][CH:31]=1. Procedure: A solution of [4-(5-{3-[3-(4-fluorophenyl)prop-1-ynyl]phenyl}tetrazol-2-ylmethyl)benzyl] phosphonic acid dimethyl ester (0.25 g, 0.53 mmol) in methylene chloride (15 mL) was cooled to 0° C., then treated with trimethylsilyliodide (0.23 mL, 1.33 mmol). The reaction mixture was removed from the cooling bath and stirred at room temperature for 1 hour. The reaction mixture was concentrated on the rotary evaporator without heat and the residue was treated with chloroform. The resulting solid was coll... Reactants: [N+](=O)([O-])C1=CC(=C(C=C1)C)N1C(C=2C(C1=O)=CC(=CC2)C(F)(F)F)=O (N-(4-nitro-o-tolyl)-4-trifluoromethylphthalimide), [H][H] (hydrogen). Reagents/catalysts: [Pd] (palladium on carbon). Run in C(C)O (ethanol). Product: NC1=CC(=C(C=C1)C)N1C(C=2C(C1=O)=CC(=CC2)C(F)(F)F)=O (N-(4-amino-o-tolyl)-4-trifluoromethylphthalimide). RXN SMILES: [N+:1]([C:4]1[CH:9]=[CH:8][C:7]([CH3:10])=[C:6]([N:11]2[C:15](=[O:16])[C:14]3=[CH:17][C:18]([C:21]([F:24])([F:23])[F:22])=[CH:19][CH:20]=[C:13]3[C:12]2=[O:25])[CH:5]=1)([O-])=O.[H][H]>[Pd].C(O)C>[NH2:1][C:4]1[CH:9]=[CH:8][C:7]([CH3:10])=[C:6]([N:11]2[C:15](=[O:16])[C:14]3=[CH:17][C:18]([C:21]([F:24])([F:22])[F:23])=[CH:19][CH:20]=[C:13]3[C:12]2=[O:25])[CH:5]=1. Reported procedure: The mixture of 3.55 g of N-(4-nitro-o-tolyl)-4-trifluoromethylphthalimide, 200 ml of 95% aqueous ethanol and 0.18 g of 5% palladium on carbon is hydrogenated at 3.1 atm. and 45° until the hydrogen uptake ceases. It is filtered, evaporated and the residue recrystallized from ethanol, to yield the N-(4-amino-o-tolyl)-4-trifluoromethylphthalimide melting at 161°-163°. Reactants: COC1=C(C=C(C(=O)O)C=C1)C (4-methoxy-3-methyl-benzoic acid), COC1=CC=C(C=C1)[C@@H](C)N (1-(R)-(4-methoxy-phenyl)-ethylamine). Product: COC1=C(C=C(C(=O)N[C@H](C)C2=CC=C(C=C2)OC)C=C1)C (4-Methoxy-N-[1-(R)-(4-methoxy-phenyl)-ethyl]-3-methyl-benzamide). RXN SMILES: [CH3:1][O:2][C:3]1[CH:11]=[CH:10][C:6]([C:7]([OH:9])=O)=[CH:5][C:4]=1[CH3:12].[CH3:13][O:14][C:15]1[CH:20]=[CH:19][C:18]([C@H:21]([NH2:23])[CH3:22])=[CH:17][CH:16]=1>>[CH3:1][O:2][C:3]1[CH:11]=[CH:10][C:6]([C:7]([NH:23][C@@H:21]([C:18]2[CH:19]=[CH:20][C:15]([O:14][CH3:13])=[CH:16][CH:17]=2)[CH3:22])=[O:9])=[CH:5][C:4]=1[CH3:12]. Procedure details: Prepared in a similar manner to example 4 using 4-methoxy-3-methyl-benzoic acid and 1-(R)-(4-methoxy-phenyl)-ethylamine. MS (M+H, 300.1). The reactants are CC(C)c1nc(N(C)S(C)(=O)=O)nc(-c2ccc(F)cc2)c1CBr, CCCCP(CCCC)CCCC, Cc1ccccc1. Yields the product [Br-], CCCC[P+](CCCC)(CCCC)Cc1c(-c2ccc(F)cc2)nc(N(C)S(C)(=O)=O)nc1C(C)C. Reaction SMILES: [Br:1][CH2:2][c:3]1[c:4](-[c:18]2[cH:19][cH:20][c:21]([F:24])[cH:22][cH:23]2)[n:5][c:6]([N:12]([S:13](=[O:14])(=[O:15])[CH3:16])[CH3:17])[n:7][c:8]1[CH:9]([CH3:10])[CH3:11].[CH2:25]([CH2:26][CH2:27][CH3:28])[P:29]([CH2:30][CH2:31][CH2:32][CH3:33])[CH2:34][CH2:35][CH2:36][CH3:37].[CH3:38][c:39]1[cH:40][cH:41][cH:42][cH:43][cH:44]1>>[Br-:1].[CH2:2]([c:3]1[c:4](-[c:18]2[cH:19][cH:20][c:21]([F:24])[cH:22][cH:23]2)[n:5][c:6]([N:12]([S:13](=[O:14])(=[O:15])[CH3:16])[CH3:17])[n:7][c:8]1[CH:9]([CH3:10])[CH3:11])[P+:29]([CH2:25][CH2:26][CH2:27][CH3:28])([CH2:30][CH2:31][CH2:32][CH3:33])[CH2:34][CH2:35][CH2:36][CH3:37].